Task: describe an organic reaction: reactants, conditions, products, and yield. Dataset: the Open Reaction Database (ORD), a public repository of structured organic reaction records Reactants: [C@@H]1([C@@H](CCCC1)N)N ((1R,2R)-cyclohexane-1,2-diamine), C1(=CC=CC=C1)P(C1=C(C=O)C=CC=C1)C1=CC=CC=C1 (2-diphenylphosphanylbenzaldehyde), sodium hydridoborate. The solvent is C(C)O (ethanol), C(C)O (ethanol). Run at temperature 0 celsius, time 1 hour. The product is C1(=CC=CC=C1)P(C1=C(CN[C@H]2[C@@H](CCCC2)N)C=CC=C1)C1=CC=CC=C1 ((1 R,2R)-N-(2-diphenylphosphanylbenzyl)cyclohexane-1,2-diamine). Reaction SMILES: [C:1]1([P:7]([C:16]2[CH:21]=[CH:20][CH:19]=[CH:18][CH:17]=2)[C:8]2[CH:15]=[CH:14][CH:13]=[CH:12][C:9]=2[CH:10]=O)[CH:6]=[CH:5][CH:4]=[CH:3][CH:2]=1.[C@@H:22]1([NH2:29])[CH2:27][CH2:26][CH2:25][CH2:24][C@H:23]1[NH2:28]>C(O)C>[C:1]1([P:7]([C:16]2[CH:21]=[CH:20][CH:19]=[CH:18][CH:17]=2)[C:8]2[CH:15]=[CH:14][CH:13]=[CH:12][C:9]=2[CH2:10][NH:28][C@@H:23]2[CH2:24][CH2:25][CH2:26][CH2:27][C@H:22]2[NH2:29])[CH:6]=[CH:5][CH:4]=[CH:3][CH:2]=1. Reported procedure: A solution, heated to 45° C., of 2.5 g of 2-diphenylphosphanylbenzaldehyde (8.6 mmol) in 250 ml of absolute ethanol is added dropwise over a period of 16 hours to a solution of 3.3 g of (1R,2R)-cyclohexane-1,2-diamine (28 mmol) in 500 ml of absolute ethanol at 0° C. under a protective gas atmosphere. The reaction solution is stirred for one hour at 0° C. and 1.37 g of sodium hydridoborate (36 mmol) are then added. The reaction mixture is slowly allowed to rise to room temperature and stirred for...